From a dataset of the Open Reaction Database (ORD), a public repository of structured organic reaction records. describe an organic reaction: reactants, conditions, products, and yield The solvent is O (water). Reaction SMILES: [Cl:1][C:2]1[CH:3]=[CH:4][C:5]([CH2:11][NH:12][CH:13]2[CH2:18][CH2:17][C:16](=[O:19])[NH:15][C:14]2=[O:20])=[C:6]([NH:8][CH:9]=O)[CH:7]=1>O>[Cl:1][C:2]1[CH:7]=[C:6]2[C:5]([CH2:11][N:12]([CH:13]3[CH2:18][CH2:17][C:16](=[O:19])[NH:15][C:14]3=[O:20])[CH:9]=[N:8]2)=[CH:4][CH:3]=1. Reported procedure: A solution of 0.20 g of the product from stage 5 in 10 ml of distilled water was stirred for 72 hours at 20° C. The mixture was then filtered, the filtrate was concentrated by evaporation in vacuo, and the residue was dried. 0.13 g (68% of theory) of the title compound was obtained as a white solid. The product is ClC1=CC=C2CN(C=NC2=C1)C1C(NC(CC1)=O)=O (3-(7-chloro-4H-quinazolin-3-yl)piperidine-2,6-dione). Reactants: ClC=1C=CC(=C(C1)NC=O)CNC1C(NC(CC1)=O)=O (N-{5-chloro-2-[(2,6-dioxopiperidin-3-ylamino)methyl]-phenyl}formamide). Reaction SMILES: [CH2:24]1[O:25][CH2:26][CH2:27][CH2:28]1.[CH:14]([N-:15][CH:16]([CH3:17])[CH3:18])([CH3:19])[CH3:20].[Cl:1][c:2]1[n:3][cH:4][n:5][cH:6][c:7]1[CH2:8][C:9](=[O:10])[O:11][CH2:12][CH3:13].[I:22][CH3:23].[Li+:21]>>[Cl:1][c:2]1[n:3][cH:4][n:5][cH:6][c:7]1[CH:8]([C:9](=[O:10])[O:11][CH2:12][CH3:13])[CH3:14]. Yields the product CCOC(=O)C(C)c1cncnc1Cl. Starting materials: C1CCOC1, CC(C)[N-]C(C)C, CCOC(=O)Cc1cncnc1Cl, CI, [Li+].